From a dataset of the Open Reaction Database (ORD), a public repository of structured organic reaction records. describe an organic reaction: reactants, conditions, products, and yield Reactants: CN (methylamine), ClC1=C(C=C(C(=O)O)C=C1S(=O)(=O)Cl)[N+](=O)[O-] (4-chloro-5-chlorosulphonyl-3-nitro-benzoic acid), [OH-].[Na+] (sodium hydroxide). Yields the product CNS(=O)(=O)C=1C(=C(C=C(C(=O)O)C1)[N+](=O)[O-])OC1=CC=CC=C1 (5-methylsulphamyl-3-nitro-4-phenoxy-benzoic acid). As a reaction SMILES: [CH3:1][NH2:2].Cl[C:4]1[C:12]([S:13](Cl)(=[O:15])=[O:14])=[CH:11][C:7]([C:8]([OH:10])=[O:9])=[CH:6][C:5]=1[N+:17]([O-:19])=[O:18].[OH-:20].[Na+]>>[CH3:1][NH:2][S:13]([C:12]1[C:4]([O:20][C:4]2[CH:12]=[CH:11][CH:7]=[CH:6][CH:5]=2)=[C:5]([N+:17]([O-:19])=[O:18])[CH:6]=[C:7]([CH:11]=1)[C:8]([OH:10])=[O:9])(=[O:15])=[O:14] |f:2.3|. Reported procedure: To a mixture of 1N sodium hydroxide (60 ml) and aqueous methylamine (3.43 g containing 1.2 g of methylamine) 4-chloro-5-chlorosulphonyl-3-nitro-benzoic acid (9.3 g) was added in portions, while stirring and keeping the mixture at 0°-3°C. Then the reaction mixture was left standing until it reached room temperature, after which the 4-chloro-5-methylsulphamyl-3-nitro-benzoic acid was precipitated by slow acidification with 4N hydrochloric acid. The precipitate was collected by suction and recrysta... Reactants: [N-]=[N+]=NCc1ccccc1-c1ccc(C(=O)N2Cc3ccc(C(=O)NCc4cccnc4)n3Cc3ccccc32)cc1, C1CCOC1, O, c1ccc(P(c2ccccc2)c2ccccc2)cc1. As a reaction SMILES: [N:1](=[N+:2]=[N-:3])[CH2:4][c:5]1[c:6](-[c:11]2[cH:12][cH:13][c:14]([C:17](=[O:18])[N:19]3[CH2:20][c:21]4[n:22]([c:30]([C:33](=[O:34])[NH:35][CH2:36][c:37]5[cH:38][n:39][cH:40][cH:41][cH:42]5)[cH:31][cH:32]4)[CH2:23][c:24]4[c:25]3[cH:26][cH:27][cH:28][cH:29]4)[cH:15][cH:16]2)[cH:7][cH:8][cH:9][cH:10]1.[O:63]1[CH2:64][CH2:65][CH2:66][CH2:67]1.[OH2:62].[c:43]1([P:44]([c:45]2[cH:46][cH:47][cH:48][cH:49][cH:50]2)[c:51]2[cH:52][cH:53][cH:54][cH:55][cH:56]2)[cH:57][cH:58][cH:59][cH:60][cH:61]1>>[NH2:1][CH2:4][c:5]1[c:6](-[c:11]2[cH:12][cH:13][c:14]([C:17](=[O:18])[N:19]3[CH2:20][c:21]4[n:22]([c:30]([C:33](=[O:34])[NH:35][CH2:36][c:37]5[cH:38][n:39][cH:40][cH:41][cH:42]5)[cH:31][cH:32]4)[CH2:23][c:24]4[c:25]3[cH:26][cH:27][cH:28][cH:29]4)[cH:15][cH:16]2)[cH:7][cH:8][cH:9][cH:10]1. Product: NCc1ccccc1-c1ccc(C(=O)N2Cc3ccc(C(=O)NCc4cccnc4)n3Cc3ccccc32)cc1. The reactants are O=C(O)c1cc(C(F)(F)F)cc(C(F)(F)F)c1, CC(C)(C)OC(=O)N1CCC(N)C(c2ccc(Br)cc2)C1, Cc1ccc(S(=O)(=O)O)cc1. Yields the product CC(C)(C)OC(=O)N1CCC(NC(=O)c2cc(C(F)(F)F)cc(C(F)(F)F)c2)C(c2ccc(Br)cc2)C1. As a reaction SMILES: [F:33][C:34]([c:35]1[cH:36][c:37]([C:38](=[O:39])[OH:40])[cH:41][c:42]([C:44]([F:45])([F:46])[F:47])[cH:43]1)([F:48])[F:49].[NH2:12][CH:13]1[CH:14]([c:26]2[cH:27][cH:28][c:29]([Br:32])[cH:30][cH:31]2)[CH2:15][N:16]([C:19](=[O:20])[O:21][C:22]([CH3:23])([CH3:24])[CH3:25])[CH2:17][CH2:18]1.[c:1]1([CH3:2])[cH:3][cH:4][c:5]([S:6]([OH:7])(=[O:8])=[O:9])[cH:10][cH:11]1>>[NH:12]([CH:13]1[CH:14]([c:26]2[cH:27][cH:28][c:29]([Br:32])[cH:30][cH:31]2)[CH2:15][N:16]([C:19](=[O:20])[O:21][C:22]([CH3:23])([CH3:24])[CH3:25])[CH2:17][CH2:18]1)[C:38]([c:37]1[cH:36][c:35]([C:34]([F:33])([F:48])[F:49])[cH:43][c:42]([C:44]([F:45])([F:46])[F:47])[cH:41]1)=[O:39]. The reactants are CCC#CCCO, Clc1nsnc1-c1cccnc1, [H-], [Na+], C1CCOC1, O. Yields the product CCC#CCCOc1nsnc1-c1cccnc1. Reaction SMILES: [CH2:1]([CH2:2][C:3]#[C:4][CH2:5][CH3:6])[OH:7].[Cl:10][c:11]1[n:12][s:13][n:14][c:15]1-[c:16]1[cH:17][n:18][cH:19][cH:20][cH:21]1.[H-:8].[Na+:9].[O:23]1[CH2:24][CH2:25][CH2:26][CH2:27]1.[OH2:22]>>[CH2:1]([CH2:2][C:3]#[C:4][CH2:5][CH3:6])[O:7][c:11]1[n:12][s:13][n:14][c:15]1-[c:16]1[cH:17][n:18][cH:19][cH:20][cH:21]1. Reactants: CC1=C(C(=CC(=C1)C)C)S(=O)(=O)[O-].N[N+]1=C(C=CC=C1)N (1,2-diaminopyridinium 2,4,6-trimethylbenzenesulfonate), ClC(C(=O)OCC)=O (ethyl 2-chloro-2-oxoacetate), crude product. The solvent is C(C)OCC (diethyl ether), N1=CC=CC=C1 (pyridine). Reaction conditions: temperature 100 celsius, time 8 hour. Yields the product C(C)OC(=O)C1=NN2C(C=CC=C2)=N1 (Ethyl[1,2,4]triazolo[1,5-a]pyridine-2-carboxylate). Isolated yield 90.6%. As a reaction SMILES: CC1C=C(C)C=C(C)C=1S([O-])(=O)=O.[NH2:14][N+:15]1[CH:20]=[CH:19][CH:18]=[CH:17][C:16]=1[NH2:21].Cl[C:23](=O)[C:24]([O:26][CH2:27][CH3:28])=[O:25]>N1C=CC=CC=1.C(OCC)C>[CH2:27]([O:26][C:24]([C:23]1[N:21]=[C:16]2[CH:17]=[CH:18][CH:19]=[CH:20][N:15]2[N:14]=1)=[O:25])[CH3:28] |f:0.1|. Reported procedure: To a light red solution of 1,2-diaminopyridinium 2,4,6-trimethylbenzenesulfonate (10.9 g, 35.2 mmol) in pyridine (50 mL) was added ethyl 2-chloro-2-oxoacetate (9.62 g, 7.84 mL, 70.5 mmol) at RT (exotherm reaction!). The light red solution turned into a dark red solution. The mixture was heated to 100° C. and stirred overnight. The reaction mixture was evaporated and the black residue was triturated for 30 min with Na2CO3 (saturated aqueous solution, 300 mL). The reaction mixture was extracted wi... Starting materials: COCOc1ccc(C=CCCl)cc1[N+](=O)[O-], Sc1ccc(Cl)cc1, [H-], [Na+], C1CCOC1, O. The product is COCOc1ccc(C=CCSc2ccc(Cl)cc2)cc1[N+](=O)[O-]. Reaction SMILES: [CH3:11][O:12][CH2:13][O:14][c:15]1[c:16]([N+:25](=[O:26])[O-:27])[cH:17][c:18]([CH:19]=[CH:20][CH2:21][Cl:22])[cH:23][cH:24]1.[Cl:3][c:4]1[cH:5][cH:6][c:7]([SH:10])[cH:8][cH:9]1.[H-:1].[Na+:2].[O:29]1[CH2:30][CH2:31][CH2:32][CH2:33]1.[OH2:28]>>[Cl:3][c:4]1[cH:5][cH:6][c:7]([S:10][CH2:21][CH:20]=[CH:19][c:18]2[cH:17][c:16]([N+:25](=[O:26])[O-:27])[c:15]([O:14][CH2:13][O:12][CH3:11])[cH:24][cH:23]2)[cH:8][cH:9]1. Starting materials: C(C)(C)OC1=C(C=C(C(=O)OC)C=C1)COC (methyl 4-isopropoxy-3-(methoxymethyl)benzoate), [OH-].[Na+] (NaOH). Run in O (water), CCO (EtOH). Run at time 12 hour. Yields the product C(C)(C)OC1=C(C=C(C(=O)O)C=C1)COC (4-isopropoxy-3-(methoxymethyl)benzoic acid). The yield is 91.3%. As a reaction SMILES: [CH:1]([O:4][C:5]1[CH:14]=[CH:13][C:8]([C:9]([O:11]C)=[O:10])=[CH:7][C:6]=1[CH2:15][O:16][CH3:17])([CH3:3])[CH3:2].[OH-].[Na+]>CCO.O>[CH:1]([O:4][C:5]1[CH:14]=[CH:13][C:8]([C:9]([OH:11])=[O:10])=[CH:7][C:6]=1[CH2:15][O:16][CH3:17])([CH3:3])[CH3:2] |f:1.2|. Procedure: A solution of methyl 4-isopropoxy-3-(methoxymethyl)benzoate (11.30 g; 47.42 mmol; 1 eq.) in EtOH (339 mL) at RT was treated with NaOH (47.42 mL; 5 M; 237.11 mmol; 5 eq.). The reaction mixture was stirred at RT for 12 hours. The reaction mixture was concentrated to give a yellow solid. It was taken up in water and the aqueous phase was washed with EtOAc and then acidified with HCl cc to pH 2. The aqueous layer was extracted with EtOAc (twice). The combined organics were washed with brine, dried o... Starting materials: CCn1c2c(c3ccccc31)S(=O)(=O)N(C)C(C(=O)OC)=C2O, Nc1ccccn1, Cc1ccccc1C. The product is CCn1c2c(c3ccccc31)S(=O)(=O)N(C)C(C(=O)Nc1ccccn1)=C2O. As a reaction SMILES: [CH2:1]([CH3:2])[n:3]1[c:4]2[c:5]([c:6]3[cH:7][cH:8][cH:9][cH:10][c:11]13)[S:12](=[O:22])(=[O:23])[N:13]([CH3:21])[C:14]([C:17](=[O:18])[O:19][CH3:20])=[C:15]2[OH:16].[NH2:24][c:25]1[n:26][cH:27][cH:28][cH:29][cH:30]1.[c:31]1([CH3:32])[c:33]([CH3:34])[cH:35][cH:36][cH:37][cH:38]1>>[CH2:1]([CH3:2])[n:3]1[c:4]2[c:5]([c:6]3[cH:7][cH:8][cH:9][cH:10][c:11]13)[S:12](=[O:22])(=[O:23])[N:13]([CH3:21])[C:14]([C:17](=[O:18])[NH:24][c:25]1[n:26][cH:27][cH:28][cH:29][cH:30]1)=[C:15]2[OH:16].